describe an organic reaction: reactants, conditions, products, and yield From a dataset of the Open Reaction Database (ORD), a public repository of structured organic reaction records. Reactants: COC1=CC=C(C(=N1)C)CC=1C=C(C=C2CCN(CC2)C(=O)OC(C)(C)C)C=CC1 (tert-butyl 4-(3-((6-methoxy-2-methylpyridin-3-yl)methyl)benzylidene)piperidine-1-carboxylate), FC(C(=O)O)(F)F (trifluoroacetic acid). Run at time 1 hour. The product is FC(C(=O)O)(F)F.N1CCC(CC1)=CC=1C=C(CC=2C(=NC(=CC2)OC)C)C=CC1 (3-(3-(piperidin-4-ylidenemethyl)benzyl)-6-methoxy-2-methylpyridine trifluoroacetate). Yield: 72.9%. Reaction SMILES: [CH3:1][O:2][C:3]1[N:8]=[C:7]([CH3:9])[C:6]([CH2:10][C:11]2[CH:12]=[C:13]([CH:28]=[CH:29][CH:30]=2)[CH:14]=[C:15]2[CH2:20][CH2:19][N:18](C(OC(C)(C)C)=O)[CH2:17][CH2:16]2)=[CH:5][CH:4]=1.[F:31][C:32]([F:37])([F:36])[C:33]([OH:35])=[O:34]>>[F:31][C:32]([F:37])([F:36])[C:33]([OH:35])=[O:34].[NH:18]1[CH2:19][CH2:20][C:15](=[CH:14][C:13]2[CH:12]=[C:11]([CH:30]=[CH:29][CH:28]=2)[CH2:10][C:6]2[C:7]([CH3:9])=[N:8][C:3]([O:2][CH3:1])=[CH:4][CH:5]=2)[CH2:16][CH2:17]1 |f:2.3|. Reported procedure: A 0° C. solution of tert-butyl 4-(3-((6-methoxy-2-methylpyridin-3-yl)methyl)benzylidene)piperidine-1-carboxylate (0.186 g, 0.487 mmol) dichloromethane (3 mL) was treated with trifluoroacetic acid (0.693 mL, 9.74 mmol). The resulting mixture was stirred for 1 h at room temperature. The solution was concentrated under reduced pressure to give the crude title compound (0.15 g). Reactants: C=CC(CCCCCCCCCC)O (1-tridecen-3-ol), ClC1=CC(=CC=C1)C(=O)OO (m-chloroperbenzoic acid), C1=CC=CC=C1 (benzene). Run in CCCCCC (hexane). Run at time 48 hour. Product: O1CC1C(CCCCCCCCCC)O (1,2-epoxy-3-tridecanol). Isolated yield 73.9%. Reaction SMILES: [CH2:1]=[CH:2][CH:3]([OH:14])[CH2:4][CH2:5][CH2:6][CH2:7][CH2:8][CH2:9][CH2:10][CH2:11][CH2:12][CH3:13].ClC1C=CC=C(C(OO)=[O:23])C=1.C1C=CC=CC=1>CCCCCC>[O:23]1[CH:2]([CH:3]([OH:14])[CH2:4][CH2:5][CH2:6][CH2:7][CH2:8][CH2:9][CH2:10][CH2:11][CH2:12][CH3:13])[CH2:1]1. Reported procedure: A 500-ml flask equipped with a stirrer was charged with 23.8 g (0.12 mol) of 1-tridecen-3-ol, 25.0 g (0.145 mol) of m-chloroperbenzoic acid and 250 ml of benzene, and the contents were stirred at room temperature for 48 hours. After completion of the reaction, 200 ml of hexane. Solids deposited were separated by filtration, and the solvent was distilled off under reduced pressure. The resultant residue was purified by column chromatography on silica gel, thereby obtaining 19.0 g (yield: 74%) of ... Reactants: COC(=O)C1(c2ccccc2)CCN(CCNC(=O)Nc2cc(C)nc3ccccc23)CC1, Cl. Product: Cc1cc(NC(=O)NCCN2CCC(C(=O)O)(c3ccccc3)CC2)c2ccccc2n1. As a reaction SMILES: [CH3:1][O:2][C:3](=[O:4])[C:5]1([c:28]2[cH:29][cH:30][cH:31][cH:32][cH:33]2)[CH2:6][CH2:7][N:8]([CH2:11][CH2:12][NH:13][C:14](=[O:15])[NH:16][c:17]2[cH:18][c:19]([CH3:27])[n:20][c:21]3[cH:22][cH:23][cH:24][cH:25][c:26]23)[CH2:9][CH2:10]1.[ClH:34]>>[O:2]=[C:3]([OH:4])[C:5]1([c:28]2[cH:29][cH:30][cH:31][cH:32][cH:33]2)[CH2:6][CH2:7][N:8]([CH2:11][CH2:12][NH:13][C:14](=[O:15])[NH:16][c:17]2[cH:18][c:19]([CH3:27])[n:20][c:21]3[cH:22][cH:23][cH:24][cH:25][c:26]23)[CH2:9][CH2:10]1. Starting materials: C[C@]12CC[C@@H]3C=4C=CC(=CC4CC[C@H]3[C@@H]1CC[C@@H]2O)O (estradiol), C[C@]12CC[C@@H]3C=4C=CC(=CC4CC[C@H]3[C@@H]1CCC2=O)O (estrone), 6-oxo, C[C@]12CC[C@@H]3C=4C=CC(=CC4CC[C@H]3[C@@H]1C[C@H]([C@@H]2O)O)O (estriol), estriol chloroformates, Steroids, 6-oxo. The product is C[C@]12CC[C@@H]3C=4C=CC(=CC4CC[C@H]3[C@@H]1C[C@H]([C@@H]2O)O)O (estriol), C[C@]12CC[C@@H]3C=4C=CC(=CC4CC[C@H]3[C@@H]1CC[C@@H]2O)O (estradiol), C[C@]12CC[C@H]3[C@H]([C@@H]1C[C@H]([C@@H]2O)O)CC(=O)C4=C3C=CC(=C4)O (6-oxoestriol). As a reaction SMILES: [CH3:1][C@@:2]12[C@@H:18]([OH:19])[C@H:17]([OH:20])[CH2:16][C@H:15]1[C@H:14]1[C@@H:5]([C:6]3[CH:7]=[CH:8][C:9]([OH:21])=[CH:10][C:11]=3[CH2:12][CH2:13]1)[CH2:4][CH2:3]2.[CH3:22][C@@:23]12[C:39](=[O:40])[CH2:38][CH2:37][C@H:36]1[C@H:35]1[C@@H:26]([C:27]3[CH:28]=[CH:29][C:30]([OH:41])=[CH:31][C:32]=3[CH2:33][CH2:34]1)[CH2:25][CH2:24]2.C[C@@]12[C@@H]([OH:60])CC[C@H]1[C@H]1[C@@H](C3C=CC(O)=CC=3CC1)CC2>>[CH3:1][C@@:2]12[C@@H:18]([OH:19])[C@H:17]([OH:20])[CH2:16][C@H:15]1[C@H:14]1[C@@H:5]([C:6]3[CH:7]=[CH:8][C:9]([OH:21])=[CH:10][C:11]=3[CH2:12][CH2:13]1)[CH2:4][CH2:3]2.[CH3:22][C@@:23]12[C@@H:39]([OH:40])[CH2:38][CH2:37][C@H:36]1[C@H:35]1[C@@H:26]([C:27]3[CH:28]=[CH:29][C:30]([OH:41])=[CH:31][C:32]=3[CH2:33][CH2:34]1)[CH2:25][CH2:24]2.[CH3:1][C@@:2]12[C@@H:18]([OH:19])[C@H:17]([OH:20])[CH2:16][C@H:15]1[C@@H:14]1[CH2:13][C:12]([C:11]3[CH:10]=[C:9]([OH:21])[CH:8]=[CH:7][C:6]=3[C@H:5]1[CH2:4][CH2:3]2)=[O:60]. Procedure details: A series of estriol and estradiol derivatives was prepared by Walker et al.. Steroids. Volume 21, 259-283 (1973) with substituents at the 6-position. These specific 6-oxo derivatives were used to prepare immunogens with carrier proteins and were compared with randomly linked derivatives for their ability to elicit antibodies with minimal cross-reactivity with structurally similar analogs. It was found that random-linkage immunogens of estriol chloroformates with carrier proteins produced antibod... Starting materials: [N+](=O)([O-])C=1C=C(C=CC1)CC(=O)N[C@@H](C)C(=O)O (N-(3-nitrophenylacetyl)-L-alanine), Cl.N[C@H](C(=O)OC)CCC (methyl (S)-2-aminopentanoate hydrochloride). Solvent: C(Cl)(Cl)Cl.CO (CHCl3 MeOH). Product: [N+](=O)([O-])C=1C=C(C=CC1)CC(=O)N[C@@H](C)C(=O)N[C@H](C(=O)OC)CCC (Methyl N-[N-(3-nitrophenylacetyl)-L-alaninyl]-(S)-2-aminopentanoate). As a reaction SMILES: [N+:1]([C:4]1[CH:5]=[C:6]([CH2:10][C:11]([NH:13][C@H:14]([C:16]([OH:18])=O)[CH3:15])=[O:12])[CH:7]=[CH:8][CH:9]=1)([O-:3])=[O:2].Cl.[NH2:20][C@@H:21]([CH2:26][CH2:27][CH3:28])[C:22]([O:24][CH3:25])=[O:23]>C(Cl)(Cl)Cl.CO>[N+:1]([C:4]1[CH:5]=[C:6]([CH2:10][C:11]([NH:13][C@H:14]([C:16]([NH:20][C@@H:21]([CH2:26][CH2:27][CH3:28])[C:22]([O:24][CH3:25])=[O:23])=[O:18])[CH3:15])=[O:12])[CH:7]=[CH:8][CH:9]=1)([O-:3])=[O:2] |f:1.2,3.4|. Procedure: Following General Procedure C and using N-(3-nitrophenylacetyl)-L-alanine (from Example D11 above) and methyl (S)-2-aminopentanoate hydrochloride (prepared from (S)-2-aminopentanoic acid (Novabiochem) using General Procedure H), the title compound was prepared as a solid. The reaction was monitored by tlc (Rf=0.4 in 9:1 CHCl3/MeOH). The reactants are ClC1=C(C#N)C=CC(=C1C)N[C@H]([C@H](C)O)C=1OC(=NN1)C1=CC=C(C=C1)C#N (2-chloro-4-((1R,2S)-1-(5-(4-cyanophenyl)-1,3,4-oxadiazol-2-yl)-2-hydroxypropylamino)-3-methylbenzonitrile), N1=CC=CC=C1 (pyridine), C(CCC)(=O)Cl (Butyryl chloride). Run in C(Cl)Cl (methylene chloride). Run at time 18 hour. Yields the product C(CCC)(=O)O[C@H]([C@H](C=1OC(=NN1)C1=CC=C(C=C1)C#N)NC1=C(C(=C(C=C1)C#N)Cl)C)C ((1R,2S)-1-(3-Chloro-4-cyano-2-methylphenylamino)-1-(5-(4-cyanophenyl)-1,3,4-oxadiazol-2-yl)propan-2-yl butyrate). Yield: 60.0%. As a reaction SMILES: [Cl:1][C:2]1[C:9]([CH3:10])=[C:8]([NH:11][C@@H:12]([C:16]2[O:17][C:18]([C:21]3[CH:26]=[CH:25][C:24]([C:27]#[N:28])=[CH:23][CH:22]=3)=[N:19][N:20]=2)[C@@H:13]([OH:15])[CH3:14])[CH:7]=[CH:6][C:3]=1[C:4]#[N:5].N1C=CC=CC=1.[C:35](Cl)(=[O:39])[CH2:36][CH2:37][CH3:38]>C(Cl)Cl>[C:35]([O:15][C@@H:13]([CH3:14])[C@@H:12]([NH:11][C:8]1[CH:7]=[CH:6][C:3]([C:4]#[N:5])=[C:2]([Cl:1])[C:9]=1[CH3:10])[C:16]1[O:17][C:18]([C:21]2[CH:22]=[CH:23][C:24]([C:27]#[N:28])=[CH:25][CH:26]=2)=[N:19][N:20]=1)(=[O:39])[CH2:36][CH2:37][CH3:38]. Procedure: To a 50 mL round bottomed flask was added 2-chloro-4-((1R,2S)-1-(5-(4-cyanophenyl)-1,3,4-oxadiazol-2-yl)-2-hydroxypropylamino)-3-methylbenzonitrile (200 mg, 0.508 mmol, pyridine (1 mL, 12.41 mmol) and methylene chloride (15 mL). Butyryl chloride (0.26 mL, 2.54 mmol) was then added dropwise and the mixture was stirred at room temperature for 18 h. The reaction mixture was then quenched with 10% aq HCl (15 mL) and methylene chloride (30 mL) was added. The phases were partitioned and the aqueous ph... The reactants are C1CCOC1, COc1cc2c(Oc3ccc(NC(=O)c4ccccc4)cc3)ncnc2cc1OCCC(N)C(=O)OC1CCCC1, [Li+], [OH-], O. Yields the product COc1cc2c(Oc3ccc(NC(=O)c4ccccc4)cc3)ncnc2cc1OCCC(N)C(=O)O. As a reaction SMILES: [CH2:44]1[O:45][CH2:46][CH2:47][CH2:48]1.[CH:1]1([O:6][C:7]([CH:8]([CH2:9][CH2:10][O:11][c:12]2[c:13]([O:38][CH3:39])[cH:14][c:15]3[c:16]([O:22][c:23]4[cH:24][cH:25][c:26]([NH:29][C:30]([c:31]5[cH:32][cH:33][cH:34][cH:35][cH:36]5)=[O:37])[cH:27][cH:28]4)[n:17][cH:18][n:19][c:20]3[cH:21]2)[NH2:40])=[O:41])[CH2:2][CH2:3][CH2:4][CH2:5]1.[Li+:42].[OH-:43].[OH2:49]>>[O:6]=[C:7]([CH:8]([CH2:9][CH2:10][O:11][c:12]1[c:13]([O:38][CH3:39])[cH:14][c:15]2[c:16]([O:22][c:23]3[cH:24][cH:25][c:26]([NH:29][C:30]([c:31]4[cH:32][cH:33][cH:34][cH:35][cH:36]4)=[O:37])[cH:27][cH:28]3)[n:17][cH:18][n:19][c:20]2[cH:21]1)[NH2:40])[OH:41]. Starting materials: O=C(Cl)c1ccc(Cl)c(Br)c1, CNc1ccccc1O, CC#N, [Na+], O=C([O-])O, O. Yields the product CN(C(=O)c1ccc(Cl)c(Br)c1)c1ccccc1O. Reaction SMILES: [Br:1][c:2]1[cH:3][c:4]([C:5](=[O:6])[Cl:7])[cH:8][cH:9][c:10]1[Cl:11].[CH3:12][NH:13][c:14]1[c:15]([OH:20])[cH:16][cH:17][cH:18][cH:19]1.[CH3:26][C:27]#[N:28].[Na+:25].[O-:21][C:22]([OH:23])=[O:24].[OH2:29]>>[Br:1][c:2]1[cH:3][c:4]([C:5](=[O:6])[N:13]([CH3:12])[c:14]2[c:15]([OH:20])[cH:16][cH:17][cH:18][cH:19]2)[cH:8][cH:9][c:10]1[Cl:11]. Starting materials: C1CCOC1, CC(=O)c1ccc([N+](=O)[O-])c(C)c1, CCOC(=O)C(F)(F)F, [H-], [Na+]. The product is Cc1cc(C(=O)CC(=O)C(F)(F)F)ccc1[N+](=O)[O-]. Reaction SMILES: [CH2:25]1[O:26][CH2:27][CH2:28][CH2:29]1.[CH3:1][c:2]1[cH:3][c:4]([C:11]([CH3:12])=[O:13])[cH:5][cH:6][c:7]1[N+:8](=[O:9])[O-:10].[F:16][C:17]([C:18](=[O:19])[O:20][CH2:21][CH3:22])([F:23])[F:24].[H-:14].[Na+:15]>>[CH3:1][c:2]1[cH:3][c:4]([C:11]([CH2:12][C:18]([C:17]([F:16])([F:23])[F:24])=[O:19])=[O:13])[cH:5][cH:6][c:7]1[N+:8](=[O:9])[O-:10].